Dataset: the Open Reaction Database (ORD), a public repository of structured organic reaction records. Task: describe an organic reaction: reactants, conditions, products, and yield Starting materials: CN(C)CCCN(C)c1ccc(C(F)(F)C(F)(F)F)cc1[N+](=O)[O-], CO, [H][H], [Pd]. Yields the product CN(C)CCCN(C)c1ccc(C(F)(F)C(F)(F)F)cc1N. Reaction SMILES: [CH3:1][N:2]([CH2:3][CH2:4][CH2:5][N:6]([c:7]1[c:8]([N+:20]([O-:21])=[O:22])[cH:9][c:10]([C:13]([C:14]([F:15])([F:16])[F:17])([F:18])[F:19])[cH:11][cH:12]1)[CH3:23])[CH3:24].[CH3:27][OH:28].[H:25][H:26].[Pd:29]>>[CH3:1][N:2]([CH2:3][CH2:4][CH2:5][N:6]([c:7]1[c:8]([NH2:20])[cH:9][c:10]([C:13]([C:14]([F:15])([F:16])[F:17])([F:18])[F:19])[cH:11][cH:12]1)[CH3:23])[CH3:24]. Reactants: O (water), ClC=1C=CC=C2CC(C(C12)=O)C (7-Chloro-2-methyl-1-indanone), O (water), C1(=CC=CC=C1)B(O)O (phenylboronic acid), C([O-])([O-])=O.[Na+].[Na+] (sodium carbonate). The reagents and catalysts are C(C)(=O)[O-].[Pd+2].C(C)(=O)[O-] (palladium acetate). The solvent is C(CO)O (ethylene glycol). Conditions: temperature 125 celsius, time 5 hour. The product is CC1C(C2=C(C=CC=C2C1)C1=CC=CC=C1)=O (2-Methyl-7-phenyl-1-indanone). The yield is 68.4%. As a reaction SMILES: Cl[C:2]1[CH:3]=[CH:4][CH:5]=[C:6]2[C:10]=1[C:9](=[O:11])[CH:8]([CH3:12])[CH2:7]2.[C:13]1(B(O)O)[CH:18]=[CH:17][CH:16]=[CH:15][CH:14]=1.C(=O)([O-])[O-].[Na+].[Na+].O>C(O)CO.C([O-])(=O)C.[Pd+2].C([O-])(=O)C>[CH3:12][CH:8]1[CH2:7][C:6]2[C:10](=[C:2]([C:13]3[CH:18]=[CH:17][CH:16]=[CH:15][CH:14]=3)[CH:3]=[CH:4][CH:5]=2)[C:9]1=[O:11] |f:2.3.4,7.8.9|. Procedure: 0.9 g (5 mmol) of (1), 0.73 g (6 mmol) of phenylboronic acid and 1.32 g (12.5 mmol) of sodium carbonate were placed in 15 ml of ethylene glycol/3 ml of water in the reaction vessel, the mixture was degassed a number of times and saturated with argon. After addition of 33.7 mg (0.15 mmol) of palladium acetate and 0.34 g (0.6 mmol) of (m-NaO3S-phenyl)3phosphine (TMSPP), the reaction mixture was stirred for 5 hours at 125° C. After addition of 20 ml of water, the aqueous phase was extracted 5 times... The reactants are CSC=1N=C(NC(C1C#N)=O)CC1=CSC=C1 (4-(methylsulphanyl)-6-oxo-2-(3-thienylmethyl)-1,6-dihydropyrimidine-5-carbonitrile), C(C)(C)(C)C1CCNCC1 (4-tert-butylpiperidine). The product is C(C)(C)(C)C1CCN(CC1)C=1N=C(NC(C1C#N)=O)CC1=CSC=C1 (4-[4-(tert-Butyl)piperidin-1-yl]-6-oxo-2-(3-thienylmethyl)-1,6-dihydropyrimidine-5-carbonitrile). As a reaction SMILES: CS[C:3]1[N:4]=[C:5]([CH2:12][C:13]2[CH:17]=[CH:16][S:15][CH:14]=2)[NH:6][C:7](=[O:11])[C:8]=1[C:9]#[N:10].[C:18]([CH:22]1[CH2:27][CH2:26][NH:25][CH2:24][CH2:23]1)([CH3:21])([CH3:20])[CH3:19]>>[C:18]([CH:22]1[CH2:27][CH2:26][N:25]([C:3]2[N:4]=[C:5]([CH2:12][C:13]3[CH:17]=[CH:16][S:15][CH:14]=3)[NH:6][C:7](=[O:11])[C:8]=2[C:9]#[N:10])[CH2:24][CH2:23]1)([CH3:21])([CH3:20])[CH3:19]. Reported procedure: In analogy to the preparation of Example 1, 100 mg (0.38 mmol) of 4-(methylsulphanyl)-6-oxo-2-(3-thienylmethyl)-1,6-dihydropyrimidine-5-carbonitrile are reacted with 536 mg (3.80 mmol) of 4-tert-butylpiperidine to give 57 mg (42% of theory) of the title compound. Reactants: FC1=NC(=C2N=C(NC2=N1)CC1=CC2=C(OCO2)C=C1I)N (2-fluoro-8-((6-iodobenzo[d][1,3]dioxol-5-yl)methyl)-9H-purin-6-amine), BrCCCNC(OC(C)(C)C)=O (t-butyl (3-bromopropyl)carbamate), C(=O)([O-])[O-].[Cs+].[Cs+] (Cs2CO3). The solvent is CN(C)C=O (DMF). Reaction conditions: time 1 day. Yields the product NC1=C2N=C(N(C2=NC(=N1)F)CCCNC(OC(C)(C)C)=O)CC1=CC2=C(OCO2)C=C1I (t-butyl (3-(6-amino-2-fluoro-8-((6-iodobenzo[d][1,3]dioxol-5-yl)methyl)-9H-purin-9-yl)propyl)carbamate). Isolated yield 67.9%. RXN SMILES: [F:1][C:2]1[N:10]=[C:9]2[C:5]([N:6]=[C:7]([CH2:11][C:12]3[C:20]([I:21])=[CH:19][C:15]4[O:16][CH2:17][O:18][C:14]=4[CH:13]=3)[NH:8]2)=[C:4]([NH2:22])[N:3]=1.Br[CH2:24][CH2:25][CH2:26][NH:27][C:28](=[O:34])[O:29][C:30]([CH3:33])([CH3:32])[CH3:31].C([O-])([O-])=O.[Cs+].[Cs+]>CN(C=O)C>[NH2:22][C:4]1[N:3]=[C:2]([F:1])[N:10]=[C:9]2[C:5]=1[N:6]=[C:7]([CH2:11][C:12]1[C:20]([I:21])=[CH:19][C:15]3[O:16][CH2:17][O:18][C:14]=3[CH:13]=1)[N:8]2[CH2:24][CH2:25][CH2:26][NH:27][C:28](=[O:34])[O:29][C:30]([CH3:33])([CH3:32])[CH3:31] |f:2.3.4|. Procedure: To a solution of 2-fluoro-8-((6-iodobenzo[d][1,3]dioxol-5-yl)methyl)-9H-purin-6-amine (3.3 g, 8 mmol) in DMF (50 mL) was added t-butyl (3-bromopropyl)carbamate (9.6 g, 40 mmol) and Cs2CO3 (5.26 g, 16 mmol). The resulting mixture was stirred at room temperature for 1 day. The reaction mixture was condensed and purified by flash chromatography to yield t-butyl (3-(6-amino-2-fluoro-8-((6-iodobenzo[d][1,3]dioxol-5-yl)methyl)-9H-purin-9-yl)propyl)carbamate as white solid (3.1 g, 66%). The solution of...